Task: describe an organic reaction: reactants, conditions, products, and yield. Dataset: the Open Reaction Database (ORD), a public repository of structured organic reaction records The reactants are C(C)OC(=O)C1=C(C=2C=NC=C(C2N1)F)N (3-amino-7-fluoro-1H-pyrrolo[3,2-c]pyridine-2-carboxylic acid ethyl ester), C([O-])([O-])=O.[Cs+].[Cs+] (cesium carbonate), FC1=C(C=CC(=C1)[Si](C)(C)C)OS(=O)(=O)C(F)(F)F (trifluoro-methanesulfonic acid 2-fluoro-4-trimethylsilanyl-phenyl ester), CC1(C2=C(C(=CC=C2)P(C3=CC=CC=C3)C4=CC=CC=C4)OC5=C(C=CC=C51)P(C6=CC=CC=C6)C7=CC=CC=C7)C (Xantphos). The reagents and catalysts are C=1C=CC(=CC1)/C=C/C(=O)/C=C/C2=CC=CC=C2.C=1C=CC(=CC1)/C=C/C(=O)/C=C/C2=CC=CC=C2.C=1C=CC(=CC1)/C=C/C(=O)/C=C/C2=CC=CC=C2.[Pd].[Pd] (Pd2dba3). Solvent: C1(=CC=CC=C1)C (toluene), C(C)(=O)OCC (ethyl acetate). Product: C(C)OC(=O)C1=C(C=2C=NC=C(C2N1)F)NC1=C(C=C(C=C1)[Si](C)(C)C)F (7-Fluoro-3-(2-fluoro-4-trimethylsilanyl-phenylamino)-1H-pyrrolo[3,2-c]pyridine-2-carboxylic acid ethyl ester). Yield: 28.9%. As a reaction SMILES: [CH2:1]([O:3][C:4]([C:6]1[NH:14][C:13]2[C:12]([F:15])=[CH:11][N:10]=[CH:9][C:8]=2[C:7]=1[NH2:16])=[O:5])[CH3:2].[F:17][C:18]1[CH:23]=[C:22]([Si:24]([CH3:27])([CH3:26])[CH3:25])[CH:21]=[CH:20][C:19]=1OS(C(F)(F)F)(=O)=O.CC1(C)C2C(=C(P(C3C=CC=CC=3)C3C=CC=CC=3)C=CC=2)OC2C(P(C3C=CC=CC=3)C3C=CC=CC=3)=CC=CC1=2.C(=O)([O-])[O-].[Cs+].[Cs+]>C1(C)C=CC=CC=1.C(OCC)(=O)C.C1C=CC(/C=C/C(/C=C/C2C=CC=CC=2)=O)=CC=1.C1C=CC(/C=C/C(/C=C/C2C=CC=CC=2)=O)=CC=1.C1C=CC(/C=C/C(/C=C/C2C=CC=CC=2)=O)=CC=1.[Pd].[Pd]>[CH2:1]([O:3][C:4]([C:6]1[NH:14][C:13]2[C:12]([F:15])=[CH:11][N:10]=[CH:9][C:8]=2[C:7]=1[NH:16][C:19]1[CH:20]=[CH:21][C:22]([Si:24]([CH3:26])([CH3:25])[CH3:27])=[CH:23][C:18]=1[F:17])=[O:5])[CH3:2] |f:3.4.5,8.9.10.11.12|. Reported procedure: A degassed solution of 3-amino-7-fluoro-1H-pyrrolo[3,2-c]pyridine-2-carboxylic acid ethyl ester (1.0 g, 4.48 mmol), trifluoro-methanesulfonic acid 2-fluoro-4-trimethylsilanyl-phenyl ester (1.6 g, 4.93 mmol), Pd2dba3 (205 mg, 0.22 mmol), Xantphos (258 mg, 0.45 mmol) and cesium carbonate (2.0 g, 6.28 mmol) in toluene (20 ml) was subjected to microwave irradiation at 150° C. for 20 minutes. The reaction mixture was cooled to ambient temperature then diluted with ethyl acetate and filtered through a... Starting materials: C(C1=CC=CC=C1)N(C(=O)[C@@H]1CC(CC[C@H]1C(N(CC1=CC=CC=C1)CC1=CC=CC=C1)=O)=CC(=O)OCC)CC1=CC=CC=C1 (Ethyl 2-[(trans)-3,4-bis(dibenzylcarbamoyl)cyclohexylidene]acetate), [Mg] (Magnesium ribbon), [Mg] (Magnesium ribbon). Run in CO (MeOH). Conditions: time 5 hour. Product: C(C1=CC=CC=C1)N(C(=O)[C@@H]1C[C@@H](CC[C@H]1C(N(CC1=CC=CC=C1)CC1=CC=CC=C1)=O)CC(=O)OC)CC1=CC=CC=C1 ((racemic)-Methyl 2-[(1R,3R,4R)-3,4-bis(dibenzylcarbamoyl)cyclohexyl]acetate). Yield: 91.5%. As a reaction SMILES: [CH2:1]([N:8]([CH2:40][C:41]1[CH:46]=[CH:45][CH:44]=[CH:43][CH:42]=1)[C:9]([C@H:11]1[C@H:16]([C:17](=[O:33])[N:18]([CH2:26][C:27]2[CH:32]=[CH:31][CH:30]=[CH:29][CH:28]=2)[CH2:19][C:20]2[CH:25]=[CH:24][CH:23]=[CH:22][CH:21]=2)[CH2:15][CH2:14][C:13](=[CH:34][C:35]([O:37][CH2:38]C)=[O:36])[CH2:12]1)=[O:10])[C:2]1[CH:7]=[CH:6][CH:5]=[CH:4][CH:3]=1.[Mg]>CO>[CH2:40]([N:8]([CH2:1][C:2]1[CH:3]=[CH:4][CH:5]=[CH:6][CH:7]=1)[C:9]([C@H:11]1[C@H:16]([C:17](=[O:33])[N:18]([CH2:26][C:27]2[CH:32]=[CH:31][CH:30]=[CH:29][CH:28]=2)[CH2:19][C:20]2[CH:21]=[CH:22][CH:23]=[CH:24][CH:25]=2)[CH2:15][CH2:14][C@@H:13]([CH2:34][C:35]([O:37][CH3:38])=[O:36])[CH2:12]1)=[O:10])[C:41]1[CH:46]=[CH:45][CH:44]=[CH:43][CH:42]=1. Procedure details: To a solution of Ethyl 2-[(trans)-3,4-bis(dibenzylcarbamoyl)cyclohexylidene]acetate (9.27 g, 15 mmol) in dry MeOH (75 mL) is added Magnesium ribbon (1.08 g, 45 mmol). The suspension was stirred for 5 hr. To this homogeneous solution is added a further batch of Magnesium ribbon (200 mg, 8.2 mmol). This mixture is stirred for 17 hr. The resulting solution is extracted with EtOAc, washed with brine, dried over MgSO4 and concentrated. The residue is purified by silica chromatography (eluting with 20...